Task: describe an organic reaction: reactants, conditions, products, and yield. Dataset: the Open Reaction Database (ORD), a public repository of structured organic reaction records Reactants: C(N)(=O)C=1OC2=C(N1)C=CC=C2[N+](=O)[O-] (2-carbamyl-7-nitrobenzoxazole), P(=O)(Cl)(Cl)Cl (phosphorus oxychloride), ice water. The solvent is CN(C=O)C (dimethylformamide). Conditions: temperature 0 celsius, time 30 minute. The product is C(#N)C=1OC2=C(N1)C=CC=C2[N+](=O)[O-] (2-cyano-7-nitro-benzoxazole). RXN SMILES: P(Cl)(Cl)(Cl)=O.[C:6]([C:9]1[O:10][C:11]2[C:17]([N+:18]([O-:20])=[O:19])=[CH:16][CH:15]=[CH:14][C:12]=2[N:13]=1)(=O)[NH2:7]>CN(C)C=O>[C:6]([C:9]1[O:10][C:11]2[C:17]([N+:18]([O-:20])=[O:19])=[CH:16][CH:15]=[CH:14][C:12]=2[N:13]=1)#[N:7]. Procedure: 26.14 g (17.22 mmoles) of phosphorus oxychloride is added to 100 ml dimethylformamide at 0° C. and stirred at 0° C. for 15 minutes at room temperature for 30 minutes. 6.5 g (34.45 mmoles) 2-carbamyl-7-nitrobenzoxazole is added and the mixture stirred at room temperature overnight, then poured into ice water and is allowed to stand for 1 hour at room temperature. The resulting precipitate is filtered off, redissolved in ethyl acetate, decolorized with carbon, filtered and the filtrate concentrate... Reactants: intermediate ( 1 ), ClCCCCCNC(OCC)=O (ethyl (5-chloropentyl)carbamate), C(=O)([O-])[O-].[Na+].[Na+] (Na2CO3), C1(=CC=CC=C1)C (toluene). The reagents and catalysts are [I-].[K+] (potassium iodide). Solvent: O (water). Yields the product C1N(CCC2=C1C1=C(O2)C=CC=C1)CCCCCNC(OCC)=O (ethyl [5-(3,4-dihydrobenzofuro[3,2-c]pyridin-2(1H)-yl)pentyl]carbamate). RXN SMILES: Cl[CH2:2][CH2:3][CH2:4][CH2:5][CH2:6][NH:7][C:8](=[O:12])[O:9][CH2:10][CH3:11].[C:13]([O-:16])([O-])=O.[Na+].[Na+].[C:19]1([CH3:25])[CH:24]=[CH:23][CH:22]=[CH:21][CH:20]=1>O.[I-].[K+]>[CH2:8]1[C:25]2[C:19]3[CH:24]=[CH:23][CH:22]=[CH:21][C:20]=3[O:16][C:13]=2[CH2:5][CH2:6][N:7]1[CH2:2][CH2:3][CH2:4][CH2:5][CH2:6][NH:7][C:8](=[O:12])[O:9][CH2:10][CH3:11] |f:1.2.3,6.7|. Reported procedure: A mixture of intermediate (1) (0.03 mol), ethyl (5-chloropentyl)carbamate (0.04 mol), potassium iodide (0.1 g) and Na2CO3 (5.7 g) in toluene (250 ml) was stirred and refluxed overnight. The reaction mixture was cooled, stirred in water (200 ml), and the layers were separated. The organic phase was evaporated. The residue was purified by column chromatography over silica gel (eluent: CH2Cl2 /CH3OH 95/5). The pure fractions were collected and the solvent was evaporated, yielding 7 g of ethyl [5-(3... Reactants: ClCCl, CC(C)O, N, N#C[Na], O=Cc1nnc2n1-c1ccc(Cl)cc1C(c1ccccc1)=NC2. Yields the product NC(=O)c1nnc2n1-c1ccc(Cl)cc1C(c1ccccc1)=NC2. RXN SMILES: [CH2:28]([Cl:29])[Cl:30].[CH:31]([OH:32])([CH3:33])[CH3:34].[NH3:4].[Na:1][C:2]#[N:3].[c:5]1([C:11]2=[N:12][CH2:13][c:14]3[n:15]([c:23]([CH:26]=[O:27])[n:24][n:25]3)-[c:16]3[c:17]2[cH:18][c:19]([Cl:22])[cH:20][cH:21]3)[cH:6][cH:7][cH:8][cH:9][cH:10]1>>[NH2:3][C:26]([c:23]1[n:15]2[c:14]([n:25][n:24]1)[CH2:13][N:12]=[C:11]([c:5]1[cH:6][cH:7][cH:8][cH:9][cH:10]1)[c:17]1[c:16]-2[cH:21][cH:20][c:19]([Cl:22])[cH:18]1)=[O:27]. The reactants are C(C)C1=CN=C(O1)N (5-ethyl-oxazol-2-ylamine), C1=CC=CC=2OC3=CC=CC=C3C(C12)C(=O)Cl (9-xanthene-carboxylic acid chloride). Product: C(C)C1=CN=C(O1)NC(=O)C1C2=CC=CC=C2OC=2C=CC=CC12 (9H-Xanthene-9-carboxylic acid (5-ethyl-oxazol-2-yl)-amide). As a reaction SMILES: [CH2:1]([C:3]1[O:7][C:6]([NH2:8])=[N:5][CH:4]=1)[CH3:2].[CH:9]1[C:22]2[CH:21]([C:23](Cl)=[O:24])[C:20]3[C:15](=[CH:16][CH:17]=[CH:18][CH:19]=3)[O:14][C:13]=2[CH:12]=[CH:11][CH:10]=1>>[CH2:1]([C:3]1[O:7][C:6]([NH:8][C:23]([CH:21]2[C:22]3[CH:9]=[CH:10][CH:11]=[CH:12][C:13]=3[O:14][C:15]3[C:20]2=[CH:19][CH:18]=[CH:17][CH:16]=3)=[O:24])=[N:5][CH:4]=1)[CH3:2]. Procedure: The title compound, white solid, m.p. 212-213° C. and MS: m/e=320.1 (M+) was prepared in accordance with the general method of example 44a from 5-ethyl-oxazol-2-ylamine [Ber. 95, 2419(1962)] and 9-xanthene-carboxylic acid chloride.